From a dataset of the Open Reaction Database (ORD), a public repository of structured organic reaction records. describe an organic reaction: reactants, conditions, products, and yield The reactants are FC1=NC=CC(=C1)C (2-fluoro-4-methylpyridine), [Mn](=O)(=O)(=O)[O-].[K+] (potassium permanganate), O (water), [Mn](=O)(=O)(=O)[O-].[K+] (potassium permanganate). Product: FC1=NC=CC(=C1)C(=O)O (2-fluoropyridine-4-carboxylic acid). As a reaction SMILES: [F:1][C:2]1[CH:7]=[C:6]([CH3:8])[CH:5]=[CH:4][N:3]=1.[Mn]([O-])(=O)(=O)=[O:10].[K+].[OH2:15]>>[F:1][C:2]1[CH:7]=[C:6]([C:8]([OH:10])=[O:15])[CH:5]=[CH:4][N:3]=1 |f:1.2|. Procedure: A stirred mixture of 30 grams of the above 2-fluoro-4-methylpyridine and potassium permanganate (100 g) in water (1.2 L) was heated at reflux. Additional potassium permanganate (50 g) was added after 1.5 hours and the stirred mixture was maintained at reflux for 15 hours. The reaction mixture was then steam distilled to remove unreacted starting material, the hot residual aqueous solution was filtered, and the filtrate was concentrated in vacuo to 450 mL. The solution was cooled on an ice-bath a...